From a dataset of the Open Reaction Database (ORD), a public repository of structured organic reaction records. describe an organic reaction: reactants, conditions, products, and yield Starting materials: C(C)(C)(C)OC(=O)N1CCN(CC1)C1=NC(=CC=C1)C1=NN(C2=CN=C(C=C21)Br)C2OCCCC2 (4-{6-[5-Bromo-1-(tetrahydro-pyran-2-yl)-1H-pyrazolo[3,4-c]pyridin-3-yl]-pyridin-2-yl}-piperazine-1-carboxylic acid tert-butyl ester), C(CC(=O)[O-])(=O)OCC (Ethyl malonate), C([O-])([O-])=O.[Cs+].[Cs+] (cesium carbonate), N1=C(C=CC=C1)C(=O)O (picolinic acid). Reagents/catalysts: [Cu]I (copper(I) iodide). Solvent: O1CCOCC1 (1,4-dioxane). Conditions: temperature 100 celsius. Yields the product C(C)(C)(C)OC(=O)N1CCN(CC1)C1=CC=CC(=N1)C1=NN(C2=CN=C(C=C21)C(C(=O)OCC)C(=O)OCC)C2OCCCC2 (Diethyl 2-(3-(6-(4-(tert-butoxycarbonyl)piperazin-1-yl)pyridin-2-yl)-1-(tetrahydro-2H-pyran-2-yl)-1H-pyrazolo[3,4-c]pyridin-5-yl)malonate). Isolated yield 47.0%. RXN SMILES: [C:1]([O:5][C:6]([N:8]1[CH2:13][CH2:12][N:11]([C:14]2[CH:19]=[CH:18][CH:17]=[C:16]([C:20]3[C:28]4[C:23](=[CH:24][N:25]=[C:26](Br)[CH:27]=4)[N:22]([CH:30]4[CH2:35][CH2:34][CH2:33][CH2:32][O:31]4)[N:21]=3)[N:15]=2)[CH2:10][CH2:9]1)=[O:7])([CH3:4])([CH3:3])[CH3:2].[C:36]([O:42][CH2:43][CH3:44])(=[O:41])[CH2:37][C:38]([O-:40])=[O:39].C(=O)([O-])[O-].[Cs+].[Cs+].N1C=CC=[CH:53][C:52]=1C(O)=O>O1CCOCC1.[Cu]I>[C:1]([O:5][C:6]([N:8]1[CH2:13][CH2:12][N:11]([C:14]2[N:15]=[C:16]([C:20]3[C:28]4[C:23](=[CH:24][N:25]=[C:26]([CH:37]([C:38]([O:40][CH2:52][CH3:53])=[O:39])[C:36]([O:42][CH2:43][CH3:44])=[O:41])[CH:27]=4)[N:22]([CH:30]4[CH2:35][CH2:34][CH2:33][CH2:32][O:31]4)[N:21]=3)[CH:17]=[CH:18][CH:19]=2)[CH2:10][CH2:9]1)=[O:7])([CH3:4])([CH3:3])[CH3:2] |f:2.3.4|. Reported procedure: A mixture of 218 mg (0.40 mmol) of 4-{6-[5-Bromo-1-(tetrahydro-pyran-2-yl)-1H-pyrazolo[3,4-c]pyridin-3-yl]-pyridin-2-yl}-piperazine-1-carboxylic acid tert-butyl ester, 1.22 mL (8.02 mmol) of Ethyl malonate, 76 mg (0.40 mmol) of copper(I) iodide, 654 mg (2.006 mmol) of cesium carbonate and 99 mg (0.80 mmol) of picolinic acid in 4.0 ml of 1,4-dioxane was degassed and then heated for 24 hours at 100° C. The mixture was filtered and the filtrate concentrated in vacuum. The residue was partitioned be... Starting materials: BrCC1=C(C(=CC=C1Cl)[N+](=O)[O-])Cl (1-bromomethyl-2,6-dichloro-3-nitrobenzene), C(C)(=O)[O-].[K+] (potassium acetate). Reagents/catalysts: [Br-].C(CCC)[N+](CCCC)(CCCC)CCCC (tetrabutylammonium bromide). Solvent: C(C)#N (acetonitrile). Product: C(C)(=O)OCC1=C(C(=CC=C1Cl)[N+](=O)[O-])Cl (2,6-dichloro-3-nitrophenylmethyl acetate). The yield is 50.0%. Reaction SMILES: Br[CH2:2][C:3]1[C:8]([Cl:9])=[CH:7][CH:6]=[C:5]([N+:10]([O-:12])=[O:11])[C:4]=1[Cl:13].[C:14]([O-:17])(=[O:16])[CH3:15].[K+]>[Br-].C([N+](CCCC)(CCCC)CCCC)CCC.C(#N)C>[C:14]([O:17][CH2:2][C:3]1[C:8]([Cl:9])=[CH:7][CH:6]=[C:5]([N+:10]([O-:12])=[O:11])[C:4]=1[Cl:13])(=[O:16])[CH3:15] |f:1.2,3.4|. Procedure: A rapidly stirred solution of the mixture from Step A, 20.6 grams (0.21 mole) of potassium acetate and 3.0 grams of tetrabutylammonium bromide in 250 ml of acetonitrile was heated under reflux for 24 hours. The reaction mixture was cooled and filtered. The filtrate was washed with two portions of an aqueous solution saturated with sodium chloride. The organic layer was slurried with magnesium sulfate, decolorizing carbon, and 500 grams of silica gel. The mixture was filtered and the filtrate con... The reactants are ClC=1C(=C(C(=C(C1OC)OCCC(C)C1=CC=C(C=C1)F)O)C(C)=O)C (1-{3-Chloro-5-[3-(4-fluoro-phenyl)-butoxy]-6-hydroxy-4-methoxy-2-methyl-phenyl}-ethanone), BrCCCBr (1,3-dibromopropane). Product: BrCCCOC1=C(C(=C(C(=C1OCCC(C)C1=CC=C(C=C1)F)OC)Cl)C)C(C)=O (1-{2-(3-Bromo-propoxy)-5-chloro-3-[3-(4-fluoro-phenyl)-butoxy]-4-methoxy-6-methyl-phenyl}-ethanone). RXN SMILES: [Cl:1][C:2]1[C:3]([CH3:26])=[C:4]([C:23](=[O:25])[CH3:24])[C:5]([OH:22])=[C:6]([O:10][CH2:11][CH2:12][CH:13]([C:15]2[CH:20]=[CH:19][C:18]([F:21])=[CH:17][CH:16]=2)[CH3:14])[C:7]=1[O:8][CH3:9].[Br:27][CH2:28][CH2:29][CH2:30]Br>>[Br:27][CH2:28][CH2:29][CH2:30][O:22][C:5]1[C:6]([O:10][CH2:11][CH2:12][CH:13]([C:15]2[CH:20]=[CH:19][C:18]([F:21])=[CH:17][CH:16]=2)[CH3:14])=[C:7]([O:8][CH3:9])[C:2]([Cl:1])=[C:3]([CH3:26])[C:4]=1[C:23](=[O:25])[CH3:24]. Procedure: Example 7c (179 mg, 0.47 mmol) was reacted with 1,3-dibromopropane (10.0 eq.) as described under General Procedure F to afford the title compound (641 mg, quantitative yield) as a light yellow oil. 1H NMR (300 MHz, CDCl3) δ 7.19-7.15 (m, 2H), 7.01-6.95 (m, 2H), 4.10 (t, J=5.9 Hz, 2H), 3.94 (t, J=6.7 Hz, 2H), 3.84 (s, 3H), 3.49 (t, J=6.5 Hz, 2H), 2.99 (m, 1H), 2.46 (s, 3H), 2.17 (m, 5H), 2.07-1.99 (m, 2H), 1.30 (d, J=6.9 Hz, 3H). MS (ES+) m/z 503.0 (M+H+) Starting materials: N[C@@H](CCC(N)=O)C(=O)O (glutamine), [N+](=O)([O-])C=1C=C2C(C(=O)OC2=O)=CC1 (4-nitrophthalic anhydride), C(C)(=O)O (acetic acid). Yields the product [N+](=O)([O-])C1=C2CN(C(C2=CC=C1)=O)C(C(=O)O)CCC(N)=O (2-(4-nitro-1-oxoisoindolin-2-yl)-4-carbamoylbutanoic acid). RXN SMILES: [NH2:1][C@H:2]([C:8]([OH:10])=[O:9])[CH2:3][CH2:4][C:5](=[O:7])[NH2:6].[N+:11]([C:14]1[CH:15]=[C:16]2[C:21](=[O:22])OC(=O)[C:17]2=[CH:23][CH:24]=1)([O-:13])=[O:12].[C:25](O)(=O)C>>[N+:11]([C:14]1[CH:24]=[CH:23][CH:17]=[C:16]2[C:15]=1[CH2:25][N:1]([CH:2]([CH2:3][CH2:4][C:5](=[O:7])[NH2:6])[C:8]([OH:10])=[O:9])[C:21]2=[O:22])([O-:13])=[O:12]. Procedure details: A mixture of glutamine (10 mmol) and 4-nitrophthalic anhydride (10 mmol) in 15 mL of acetic acid is heated to reflux. The cooled reaction mixture is concentrated and the residue purified by chromatography to afford 2-(4-nitro-1-oxoisoindolin-2-yl)-4-carbamoylbutanoic acid. The reactants are CCc1ccccc1OCc1ccccc1, COC(Cl)Cl, CCCCCC, [Ca+2], [Cl-], [Cl-], ClCCCl, Cl[Sn](Cl)(Cl)Cl. The product is CCc1cc(C=O)ccc1OCc1ccccc1. RXN SMILES: [CH2:11]([c:12]1[cH:13][cH:14][cH:15][cH:16][cH:17]1)[O:18][c:19]1[c:20]([CH2:25][CH3:26])[cH:21][cH:22][cH:23][cH:24]1.[CH3:1][O:2][CH:3]([Cl:4])[Cl:5].[CH3:34][CH2:35][CH2:36][CH2:37][CH2:38][CH3:39].[Ca+2:29].[Cl-:27].[Cl-:28].[Cl:30][CH2:31][CH2:32][Cl:33].[Sn:6]([Cl:7])([Cl:8])([Cl:9])[Cl:10]>>[CH:1](=[O:2])[c:22]1[cH:21][c:20]([CH2:25][CH3:26])[c:19]([O:18][CH2:11][c:12]2[cH:13][cH:14][cH:15][cH:16][cH:17]2)[cH:24][cH:23]1. The reactants are CCOc1ccc(C2CCC3(CC2O)OCCO3)c(F)c1F, Cc1ccccc1, O, O, OCCO, Cc1ccc(S(=O)(=O)O)cc1. Product: CCOc1ccc(C2=CCC3(CC2)OCCO3)c(F)c1F. Reaction SMILES: [CH2:1]([CH3:2])[O:3][c:4]1[c:5]([F:22])[c:6]([F:21])[c:7]([CH:10]2[CH:11]([OH:20])[CH2:12][C:13]3([O:14][CH2:15][CH2:16][O:17]3)[CH2:18][CH2:19]2)[cH:8][cH:9]1.[CH3:40][c:41]1[cH:42][cH:43][cH:44][cH:45][cH:46]1.[OH2:23].[OH2:28].[OH:24][CH2:25][CH2:26][OH:27].[c:29]1([CH3:30])[cH:31][cH:32][c:33]([S:34]([OH:35])(=[O:36])=[O:37])[cH:38][cH:39]1>>[CH2:1]([CH3:2])[O:3][c:4]1[c:5]([F:22])[c:6]([F:21])[c:7]([C:10]2=[CH:11][CH2:12][C:13]3([O:14][CH2:15][CH2:16][O:17]3)[CH2:18][CH2:19]2)[cH:8][cH:9]1. The reactants are C(#N)C1=NC(=C(N=C1C#N)Cl)Cl (2,3-Dicyano-5,6-dichloropyrazine), C(C)S (ethanethiol), N1=CC=CC=C1 (pyridine). Run in CC(=O)C (acetone), O (water). Yields the product C(#N)C1=NC(=C(N=C1C#N)Cl)SCC (2,3-dicyano-5-chloro-6-ethylthiopyrazine). Yield: 29.4%. Reaction SMILES: [C:1]([C:3]1[C:8]([C:9]#[N:10])=[N:7][C:6](Cl)=[C:5]([Cl:12])[N:4]=1)#[N:2].[CH2:13]([SH:15])[CH3:14].N1C=CC=CC=1>CC(C)=O.O>[C:9]([C:8]1[C:3]([C:1]#[N:2])=[N:4][C:5]([Cl:12])=[C:6]([S:15][CH2:13][CH3:14])[N:7]=1)#[N:10]. Reported procedure: 2,3-Dicyano-5,6-dichloropyrazine (1.00 g; 0.005 mole) and 0.47 g of ethanethiol were dissolved in 50 ml of acetone. The solution was cooled to -15° to -10° C., and a solution of 0.40 g (0.005 mole) of pyridine in 40 ml of water was added dropwise over the period of 30 minutes. The mixture was worked up in the same way as in Example 26 to afford 0.33 g (yield 29%) of 2,3-dicyano-5-chloro-6-ethylthiopyrazine. Starting materials: C(C)OC(C(=O)O)N1C(C2=CC=CC(=C2C1)C)=O ((RS)-ethoxy-(4-methyl-1-oxo-1,3-dihydro-isoindol-2-yl)-acetic acid), C(C)(=O)[O-] (acetate), NCC1=C(C=C(C#N)C=C1)[N+](=O)[O-] (4-aminomethyl-3-nitrobenzonitrile). Yields the product C(#N)C1=CC(=C(CNC(C(N2C(C3=CC=CC(=C3C2)C)=O)OCC)=O)C=C1)[N+](=O)[O-] ((RS)-N-(4-cyano-2-nitro-benzyl)-2-ethoxy-2-(4-methyl-1-oxo-1,3-dihydro-isoindol-2-yl)-acetamide). RXN SMILES: [CH2:1]([O:3][CH:4]([N:8]1[CH2:16][C:15]2[C:10](=[CH:11][CH:12]=[CH:13][C:14]=2[CH3:17])[C:9]1=[O:18])[C:5]([OH:7])=O)[CH3:2].C([O-])(=O)C.[NH2:23][CH2:24][C:25]1[CH:32]=[CH:31][C:28]([C:29]#[N:30])=[CH:27][C:26]=1[N+:33]([O-:35])=[O:34]>>[C:29]([C:28]1[CH:31]=[CH:32][C:25]([CH2:24][NH:23][C:5](=[O:7])[CH:4]([O:3][CH2:1][CH3:2])[N:8]2[CH2:16][C:15]3[C:10](=[CH:11][CH:12]=[CH:13][C:14]=3[CH3:17])[C:9]2=[O:18])=[C:26]([N+:33]([O-:35])=[O:34])[CH:27]=1)#[N:30]. Reported procedure: According to general procedure C, (RS)-ethoxy-(4-methyl-1-oxo-1,3-dihydro-isoindol-2-yl)-acetic acid (intermediate of example 44) was coupled with 4-aminomethyl-3-nitrobenzonitrile (CAS 701269-65-0) to give (RS)-N-(4-cyano-2-nitro-benzyl)-2-ethoxy-2-(4-methyl-1-oxo-1,3-dihydro-isoindol-2-yl)-acetamide as off-white crystals, MS 409.4 ([M+H]+). Starting materials: C(C)OC([C@H](CC1=CC=C(C=C1)OCCBr)OC)=O ((2S)-3-[4-(2-bromo-ethoxy)-phenyl]-2-methoxy-propionic acid ethyl ester), OC1=CC=C(C=C1)NC(=O)C=1OC=CC1 (furan-2-carboxylic acid (4-hydroxy-phenyl)-amide), CO[C@H](C(=O)O)CC1=CC=C(C=C1)OCCCOC1=CC=CC=C1 ((2S)-2-methoxy-3-[4-(3-phenoxy-propoxy)-phenyl]-propionic acid). Yields the product O1C(=CC=C1)C(=O)NC1=CC=C(OCCOC2=CC=C(C=C2)C[C@@H](C(=O)O)OC)C=C1 ((2S)-3-[4-(2-{4-[(furan-2-carbonyl)-amino]-phenoxy}-ethoxy)-phenyl]-2-methoxy-propionic acid). Reaction SMILES: C([O:3][C:4](=[O:19])[C@@H:5]([O:17][CH3:18])[CH2:6][C:7]1[CH:12]=[CH:11][C:10]([O:13][CH2:14][CH2:15]Br)=[CH:9][CH:8]=1)C.[OH:20][C:21]1[CH:26]=[CH:25][C:24]([NH:27][C:28]([C:30]2[O:31][CH:32]=[CH:33][CH:34]=2)=[O:29])=[CH:23][CH:22]=1.CO[C@@H](CC1C=CC(OCCCOC2C=CC=CC=2)=CC=1)C(O)=O>>[O:31]1[CH:32]=[CH:33][CH:34]=[C:30]1[C:28]([NH:27][C:24]1[CH:23]=[CH:22][C:21]([O:20][CH2:15][CH2:14][O:13][C:10]2[CH:9]=[CH:8][C:7]([CH2:6][C@H:5]([O:17][CH3:18])[C:4]([OH:3])=[O:19])=[CH:12][CH:11]=2)=[CH:26][CH:25]=1)=[O:29]. Procedure: The title compound was prepared from (2S)-3-[4-(2-bromo-ethoxy)-phenyl]-2-methoxy-propionic acid ethyl ester (Example 283, Step 2) and furan-2-carboxylic acid (4-hydroxy-phenyl)-amide via the same procedure used for the preparation of (2S)-2-methoxy-3-[4-(3-phenoxy-propoxy)-phenyl]-propionic acid (Example 285, Step 1) to produce a white solid. MS (ES) for C23H23NO7 [M+H]+: 426.3.